This data is from the Open Reaction Database (ORD), a public repository of structured organic reaction records. The task is: describe an organic reaction: reactants, conditions, products, and yield The reactants are [Li]CCCC (nBuLi), C[Si](O[C@H]1C(O[C@@H]([C@H]([C@@H]1O[Si](C)(C)C)O[Si](C)(C)C)CO[Si](C)(C)C)=O)(C)C ((3R,4S,5R,6R)-3,4,5-tris(trimethylsilyloxy)-6-(trimethylsilyloxymethyl)tetrahydropyran-2-one), BrC1=CC(=C(C=C1)Cl)CC1=CC=C(C=C1)OCC(F)(F)F (4-bromo-1-chloro-2-[[4-(2,2,2-trifluoroethoxy)phenyl]methyl]benzene), CS(=O)(=O)O (methylsulfonic acid). Run in CCCCCC (n-hexane), CCCCCC (n-hexane), mixed solution, CO (methanol). Conditions: temperature -78 celsius, time 16 hour. Product: ClC1=C(C=C(C=C1)[C@@]1(O[C@@H]([C@H]([C@@H]([C@H]1O)O)O)CO)OC)CC1=CC=C(C=C1)OCC(F)(F)F ((2S,3R,4S,5S,6R)-2-[4-chloro-3-[[4-(2,2,2-trifluoroethoxy)phenyl]methyl]phenyl]-6-(hydroxymethyl)-2-methoxy-tetrahydropyran-3,4,5-triol). Reaction SMILES: Br[C:2]1[CH:7]=[CH:6][C:5]([Cl:8])=[C:4]([CH2:9][C:10]2[CH:15]=[CH:14][C:13]([O:16][CH2:17][C:18]([F:21])([F:20])[F:19])=[CH:12][CH:11]=2)[CH:3]=1.[Li][CH2:23]CCC.C[Si](C)(C)[O:29][C@@H:30]1[C@@H:35]([O:36][Si](C)(C)C)[C@H:34]([O:41][Si](C)(C)C)[C@@H:33]([CH2:46][O:47][Si](C)(C)C)[O:32][C:31]1=[O:52].CS(O)(=O)=O>CCCCCC.CO>[Cl:8][C:5]1[CH:6]=[CH:7][C:2]([C@@:31]2([O:52][CH3:23])[C@H:30]([OH:29])[C@@H:35]([OH:36])[C@H:34]([OH:41])[C@@H:33]([CH2:46][OH:47])[O:32]2)=[CH:3][C:4]=1[CH2:9][C:10]1[CH:15]=[CH:14][C:13]([O:16][CH2:17][C:18]([F:21])([F:20])[F:19])=[CH:12][CH:11]=1. Procedure: 4-bromo-1-chloro-2-[[4-(2,2,2-trifluoroethoxy)phenyl]methyl]benzene 7d (6.15 g, 16.2 mmol) was dissolved in 150 mL of mixed solution (THF and n-hexane, v:v=2:3) and cooled to −78° C., followed by dropwise addition of a solution of nBuLi in n-hexane (10 mL, 24.3 mmol). The reaction was stirred for 1 hour at −78° C. before a solution (35 mL) of (3R,4S,5R,6R)-3,4,5-tris(trimethylsilyloxy)-6-(trimethylsilyl-oxymethyl)tetrahydropyran-2-one 2f (8.32 g, 17.8 mmol) in n-hexane was dropwise added. Then, ...